From a dataset of the Open Reaction Database (ORD), a public repository of structured organic reaction records. describe an organic reaction: reactants, conditions, products, and yield The reactants are ClCCl, O=C=NS(=O)(=O)c1ccccc1OC(Cl)=CCl, CCCCCl, Cc1nc(N)nc2c1CCO2. The product is Cc1nc(NC(=O)NS(=O)(=O)c2ccccc2OC(Cl)=CCl)nc2c1CCO2. As a reaction SMILES: [CH2:34]([Cl:35])[Cl:36].[Cl:12][C:13](=[CH:14][Cl:15])[O:16][c:17]1[c:18]([S:23](=[O:24])(=[O:25])[N:26]=[C:27]=[O:28])[cH:19][cH:20][cH:21][cH:22]1.[Cl:29][CH2:30][CH2:31][CH2:32][CH3:33].[NH2:1][c:2]1[n:3][c:4]([CH3:11])[c:5]2[c:6]([n:7]1)[O:8][CH2:9][CH2:10]2>>[NH:1]([c:2]1[n:3][c:4]([CH3:11])[c:5]2[c:6]([n:7]1)[O:8][CH2:9][CH2:10]2)[C:27]([NH:26][S:23]([c:18]1[c:17]([O:16][C:13]([Cl:12])=[CH:14][Cl:15])[cH:22][cH:21][cH:20][cH:19]1)(=[O:24])=[O:25])=[O:28]. Starting materials: O=Cc1cc(Br)ccc1[N+](=O)[O-], OB(O)c1ccccc1F, [K+], [K+], O=C([O-])[O-], C1COCCO1, c1ccc(P(c2ccccc2)(c2ccccc2)[Pd](P(c2ccccc2)(c2ccccc2)c2ccccc2)(P(c2ccccc2)(c2ccccc2)c2ccccc2)P(c2ccccc2)(c2ccccc2)c2ccccc2)cc1. Product: O=Cc1cc(-c2ccccc2F)ccc1[N+](=O)[O-]. As a reaction SMILES: [Br:1][c:2]1[cH:3][cH:4][c:5]([N+:10](=[O:11])[O-:12])[c:6]([CH:7]=[O:8])[cH:9]1.[F:13][c:14]1[c:15]([B:20]([OH:21])[OH:22])[cH:16][cH:17][cH:18][cH:19]1.[K+:23].[K+:24].[O-:25][C:26]([O-:27])=[O:28].[O:29]1[CH2:30][CH2:31][O:32][CH2:33][CH2:34]1.[cH:35]1[cH:36][cH:37][c:38]([P:39]([Pd:40]([P:41]([c:42]2[cH:43][cH:44][cH:45][cH:46][cH:47]2)([c:48]2[cH:49][cH:50][cH:51][cH:52][cH:53]2)[c:54]2[cH:55][cH:56][cH:57][cH:58][cH:59]2)([P:60]([c:61]2[cH:62][cH:63][cH:64][cH:65][cH:66]2)([c:67]2[cH:68][cH:69][cH:70][cH:71][cH:72]2)[c:73]2[cH:74][cH:75][cH:76][cH:77][cH:78]2)[P:79]([c:80]2[cH:81][cH:82][cH:83][cH:84][cH:85]2)([c:86]2[cH:87][cH:88][cH:89][cH:90][cH:91]2)[c:92]2[cH:93][cH:94][cH:95][cH:96][cH:97]2)([c:98]2[cH:99][cH:100][cH:101][cH:102][cH:103]2)[c:104]2[cH:105][cH:106][cH:107][cH:108][cH:109]2)[cH:110][cH:111]1>>[c:2]1(-[c:15]2[c:14]([F:13])[cH:19][cH:18][cH:17][cH:16]2)[cH:3][cH:4][c:5]([N+:10](=[O:11])[O-:12])[c:6]([CH:7]=[O:8])[cH:9]1. Reactants: ClC1=CC(=C(C=C1)N)N (4-chloro-o-phenylenediamine), C1(C(C2=CC=CC3=CC=CC1=C23)=O)=O (acenaphthenequinone). Yields the product ClC=1C=C2N=C3C(=NC2=CC1)C=1C=CC=C2C=CC=C3C12 (9-chloroacenaphtho-[1,2-b]quinoxaline). The yield is 90.0%. RXN SMILES: [Cl:1][C:2]1[CH:7]=[CH:6][C:5]([NH2:8])=[C:4]([NH2:9])[CH:3]=1.[C:10]1(=O)[C:20]2=[C:21]3[C:16](=[CH:17][CH:18]=[CH:19]2)[CH:15]=[CH:14][CH:13]=[C:12]3[C:11]1=O>>[Cl:1][C:2]1[CH:3]=[C:4]2[C:5](=[CH:6][CH:7]=1)[N:8]=[C:10]1[C:20]3[CH:19]=[CH:18][CH:17]=[C:16]4[C:21]=3[C:12]([C:11]1=[N:9]2)=[CH:13][CH:14]=[CH:15]4. Procedure: When 0.05 mole each of 4-chloro-o-phenylenediamine and acenaphthenequinone were reacted by the method of Example 7(A), 13 g. (90 percent yield) of 9-chloroacenaphtho-[1,2-b]quinoxaline, mp = 224°-225° C., were obtained